From a dataset of the Open Reaction Database (ORD), a public repository of structured organic reaction records. describe an organic reaction: reactants, conditions, products, and yield Reactants: CC(C)(C)OC(=O)c1ccc(F)cc1F, COCC(C)N, [Na+], O=C([O-])O. Reaction SMILES: [C:1]([CH3:2])([CH3:3])([CH3:4])[O:5][C:6]([c:7]1[c:8]([F:14])[cH:9][c:10]([F:13])[cH:11][cH:12]1)=[O:15].[CH3:21][O:22][CH2:23][CH:24]([CH3:25])[NH2:26].[Na+:20].[O-:16][C:17]([OH:18])=[O:19]>>[C:1]([CH3:2])([CH3:3])([CH3:4])[O:5][C:6]([c:7]1[c:8]([NH:26][CH:24]([CH2:23][O:22][CH3:21])[CH3:25])[cH:9][c:10]([F:13])[cH:11][cH:12]1)=[O:15]. The product is COCC(C)Nc1cc(F)ccc1C(=O)OC(C)(C)C. Yield: 53.0%. Reported procedure: tert-Butyl 8-(2-oxo-4-(4-(trifluoromethyl)phenyl)pyridin-1(2H)-yl)-3,4-dihydropyrazino[1,2-a]benzimidazole-2(1H)-carboxylate (15 mg, 0.023 mmol) was deprotected and converted to the hydrochloride according to Example 18 (step h) to provide the title compound (5 mg, 38%) as an orange solid: 1H NMR (500 MHz, DMSO-d6) δ 9.71 (s, 2H), 8.01 (d, J=8.3 Hz, 2H), 7.88 (d, J=8.3 Hz, 2H), 7.82 (d, J=7.8 Hz, 1H), 7.75 (m, 2H), 7.37 (d, J=8.4 Hz, 1H), 6.88 (s, 1H), 7.73 (d, J=7.5 Hz, 1H), 4.67 (s, 2H), 4.47-... Reactants: O=C1N(C=CC(=C1)C1=CC=C(C=C1)C(F)(F)F)C1=CC2=C(N3C(=N2)CN(CC3)C(=O)OC(C)(C)C)C=C1 (tert-Butyl 8-(2-oxo-4-(4-(trifluoromethyl)phenyl)pyridin-1(2H)-yl)-3,4-dihydropyrazino[1,2-a]benzimidazole-2(1H)-carboxylate), Cl (hydrochloride). Reaction SMILES: [O:1]=[C:2]1[CH:7]=[C:6]([C:8]2[CH:13]=[CH:12][C:11]([C:14]([F:17])([F:16])[F:15])=[CH:10][CH:9]=2)[CH:5]=[CH:4][N:3]1[C:18]1[CH:37]=[CH:36][C:21]2[N:22]3[CH2:28][CH2:27][N:26](C(OC(C)(C)C)=O)[CH2:25][C:23]3=[N:24][C:20]=2[CH:19]=1.Cl>>[CH2:25]1[C:23]2=[N:24][C:20]3[CH:19]=[C:18]([N:3]4[CH:4]=[CH:5][C:6]([C:8]5[CH:13]=[CH:12][C:11]([C:14]([F:17])([F:15])[F:16])=[CH:10][CH:9]=5)=[CH:7][C:2]4=[O:1])[CH:37]=[CH:36][C:21]=3[N:22]2[CH2:28][CH2:27][NH:26]1. Yields the product C1NCCN2C1=NC1=C2C=CC(=C1)N1C(C=C(C=C1)C1=CC=C(C=C1)C(F)(F)F)=O (1-(1,2,3,4-Tetrahydropyrazino[1,2-a]benzimidazol-8-yl)-4-[4-(trifluoromethyl)phenyl]pyridin-2(1H)-one). Reactants: CN1CC2=C(NC=3C=CC=CC23)CC1 (2-Methyl-2,3,4,5-tetrahydro-1H-pyrido[4,3-b]indole), CC(C)([O-])C.[K+] (Potassium tert-butoxide), COC(CCCCCBr)=O (6-bromohexanoic acid methyl ester). Reagents/catalysts: [I-].[K+] (potassium iodide). Solvent: CN(C)C=O (DMF), C(C)(=O)OCC (ethyl acetate), O (water), CN(C)C=O (DMF). Conditions: temperature 80 celsius, time 15 minute. The product is COC(CCCCCN1C2=C(C=3C=CC=CC13)CN(CC2)C)=O (6-(2-Methyl-1,2,3,4-tetrahydro-pyrido[4,3-b]indol-5-yl)hexanoic acid methyl ester). Yield: 41.2%. RXN SMILES: [CH3:1][N:2]1[CH2:14][CH2:13][C:5]2[NH:6][C:7]3[CH:8]=[CH:9][CH:10]=[CH:11][C:12]=3[C:4]=2[CH2:3]1.CC(C)([O-])C.[K+].[CH3:21][O:22][C:23](=[O:30])[CH2:24][CH2:25][CH2:26][CH2:27][CH2:28]Br>CN(C=O)C.C(OCC)(=O)C.O.[I-].[K+]>[CH3:21][O:22][C:23](=[O:30])[CH2:24][CH2:25][CH2:26][CH2:27][CH2:28][N:6]1[C:7]2[CH:8]=[CH:9][CH:10]=[CH:11][C:12]=2[C:4]2[CH2:3][N:2]([CH3:1])[CH2:14][CH2:13][C:5]1=2 |f:1.2,7.8|. Reported procedure: 2-Methyl-2,3,4,5-tetrahydro-1H-pyrido[4,3-b]indole (17) (0.50 g, 2.7 mmol) was placed under argon and dissolved in 5 mL of anhydrous DMF. Potassium tert-butoxide (0.32 g, 2.8 mmol) was dissolved in 3 mL of anhydrous DMF and added slowly to the reaction at room temperature. The reaction turned from orange to dark brown. After 15 min, 6-bromohexanoic acid methyl ester (0.56 g, 2.7 mmol) and 5 mg of potassium iodide were added to the reaction at room temperature. The reaction was heated to 80° C. f... Starting materials: Cl (hydrogen chloride), NC1=CC=C(CCNS(=O)(=O)C2=CC=CC=3NN=NC32)C=C1 (N-(4-Aminophenethyl)benzotriazole-4-sulphonamide), N(=O)OCCCCC (amyl nitrite). Run in C(C)O (ethanol). Reaction conditions: time 2 hour. Yields the product Cl.N1N=NC2=C1C=CC=C2S(=O)(=O)NCCC2=CC=C(C=C2)NN (4-(Benzotriazole-4-sulphonamidoethyl)phenylhydrazinehydrochloride). Reaction SMILES: [NH2:1][C:2]1[CH:22]=[CH:21][C:5]([CH2:6][CH2:7][NH:8][S:9]([C:12]2[C:20]3[N:19]=[N:18][NH:17][C:16]=3[CH:15]=[CH:14][CH:13]=2)(=[O:11])=[O:10])=[CH:4][CH:3]=1.[ClH:23].[N:24](OCCCCC)=O>C(O)C>[ClH:23].[NH:17]1[C:16]2[CH:15]=[CH:14][CH:13]=[C:12]([S:9]([NH:8][CH2:7][CH2:6][C:5]3[CH:21]=[CH:22][C:2]([NH:1][NH2:24])=[CH:3][CH:4]=3)(=[O:11])=[O:10])[C:20]=2[N:19]=[N:18]1 |f:4.5|. Procedure details: N-(4-Aminophenethyl)benzotriazole-4-sulphonamide (4.53 g, 14 mM) was dissolved in a minimum of boiling ethanol (100 ml). The solution was cooled to -5°, saturated with dry hydrogen chloride and, after further cooling to -10°, amyl nitrite (1.84 g, 16 mM, 2.11 ml) was added over 10 minutes. The mixture was then stirred for 2 hours at -10°. The very small quantity of solid which remained was removed from the reaction mixture by filtration and the filtrate was added, all at once, to a solution of a... Reactants: [F-].C(CCC)[N+](CCCC)(CCCC)CCCC (tetrabutylammonium fluoride), [Si](C)(C)(C(C)(C)C)OCCCCCCCCCCCCCCCCNC1=C(C=CC(=C1)OC)OC ([16-(t-Butyldimethylsilanyloxy)hexadecyl]-(2,5-dimethoxyphenyl)amine), [Cl-].[NH4+] (ammonium chloride). The solvent is O1CCCC1 (tetrahydrofuran). Conditions: time 1 day. Product: COC1=C(C=C(C=C1)OC)NCCCCCCCCCCCCCCCCO (16-(2,5-dimethoxyphenylamino)hexadecan-1-ol). Isolated yield 81.0%. As a reaction SMILES: [Si]([O:8][CH2:9][CH2:10][CH2:11][CH2:12][CH2:13][CH2:14][CH2:15][CH2:16][CH2:17][CH2:18][CH2:19][CH2:20][CH2:21][CH2:22][CH2:23][CH2:24][NH:25][C:26]1[CH:31]=[C:30]([O:32][CH3:33])[CH:29]=[CH:28][C:27]=1[O:34][CH3:35])(C(C)(C)C)(C)C.[F-].C([N+](CCCC)(CCCC)CCCC)CCC.[Cl-].[NH4+]>O1CCCC1>[CH3:35][O:34][C:27]1[CH:28]=[CH:29][C:30]([O:32][CH3:33])=[CH:31][C:26]=1[NH:25][CH2:24][CH2:23][CH2:22][CH2:21][CH2:20][CH2:19][CH2:18][CH2:17][CH2:16][CH2:15][CH2:14][CH2:13][CH2:12][CH2:11][CH2:10][CH2:9][OH:8] |f:1.2,3.4|. Reported procedure: [16-(t-Butyldimethylsilanyloxy)hexadecyl]-(2,5-dimethoxyphenyl)amine (144.2 mg) was dissolved in tetrahydrofuran, and then tetrabutylammonium fluoride (1 M solution in THF) (3.4 ml) was added to this solution. The reaction mixture was stirred for one day at room temperature. Saturated ammonium chloride solution was added to the reaction mixture, which was then extracted three times with diethyl ether. The organic layer was washed with saline solution and dried over magnesium sulfate, and the sol...